From a dataset of the Open Reaction Database (ORD), a public repository of structured organic reaction records. describe an organic reaction: reactants, conditions, products, and yield The reactants are C(#N)[BH3-].[Na+] (sodium cyanoborohydride), C1(CCCCC1)NC=1C2=C(N=C(N1)NC1=CC=C(C=C1)N1C(=NC=C1)C)CCNC2 (N4-Cyclohexyl-N2-(4-(2-methyl-1H-imidazol-1-yl)phenyl)-5,6,7,8-tetrahydropyrido[4,3-d]pyrimidine-2,4-diamine), C=O (formaldehyde), C(C)(=O)O (Acetic acid). Run in CO (methanol). Run at time 1 hour. Product: C1(CCCCC1)NC=1C2=C(N=C(N1)NC1=CC=C(C=C1)N1C(=NC=C1)C)CCN(C2)C (N4-cyclohexyl-6-methyl-N2-(4-(2-methyl-1H-imidazol-1-yl)phenyl)-5,6,7,8-tetrahydropyrido[4,3-d]pyrimidine-2,4-diamine). Yield: 15.6%. RXN SMILES: [CH:1]1([NH:7][C:8]2[C:9]3[CH2:30][NH:29][CH2:28][CH2:27][C:10]=3[N:11]=[C:12]([NH:14][C:15]3[CH:20]=[CH:19][C:18]([N:21]4[CH:25]=[CH:24][N:23]=[C:22]4[CH3:26])=[CH:17][CH:16]=3)[N:13]=2)[CH2:6][CH2:5][CH2:4][CH2:3][CH2:2]1.[C:31](O)(=O)C.C=O.C([BH3-])#N.[Na+]>CO>[CH:1]1([NH:7][C:8]2[C:9]3[CH2:30][N:29]([CH3:31])[CH2:28][CH2:27][C:10]=3[N:11]=[C:12]([NH:14][C:15]3[CH:20]=[CH:19][C:18]([N:21]4[CH:25]=[CH:24][N:23]=[C:22]4[CH3:26])=[CH:17][CH:16]=3)[N:13]=2)[CH2:2][CH2:3][CH2:4][CH2:5][CH2:6]1 |f:3.4|. Procedure details: N4-Cyclohexyl-N2-(4-(2-methyl-1H-imidazol-1-yl)phenyl)-5,6,7,8-tetrahydropyrido[4,3-d]pyrimidine-2,4-diamine (93 mg, 0.23 mmol) was dissolved in methanol (3 mL). Acetic acid (0.013 mL, 0.23 mmol) was added followed by formaldehyde (0.017 mL, 0.23 mmol) and sodium cyanoborohydride (14.48 mg, 0.23 mmol). The reaction mixture was stirred at room temperature for 1 h and the solvent was evaporated under reduced pressure. The crude material was dissolved in few drops of methanol, filtered and purified... Starting materials: C(C1=CC=CC=C1)N1CCC(CC1)N1C(NC2=CC(=CC=C2C1)F)=O (3-(1-Benzylpiperidin-4-yl)-7-fluoro-3,4-dihydroquinazolin-2(1H)-one), C(C)OCC (diethyl ether). The reagents and catalysts are [Pd] (palladium). The solvent is C(C)O (ethanol). Conditions: time 4 day. Yields the product FC1=CC=C2CN(C(NC2=C1)=O)C1CCNCC1 (7-Fluoro-3-(piperidin-4-yl)-3,4-dihydroquinazolin-2(1H)-one). Isolated yield 86.8%. As a reaction SMILES: C([N:8]1[CH2:13][CH2:12][CH:11]([N:14]2[CH2:23][C:22]3[C:17](=[CH:18][C:19]([F:24])=[CH:20][CH:21]=3)[NH:16][C:15]2=[O:25])[CH2:10][CH2:9]1)C1C=CC=CC=1.C(OCC)C>C(O)C.[Pd]>[F:24][C:19]1[CH:18]=[C:17]2[C:22]([CH2:23][N:14]([CH:11]3[CH2:12][CH2:13][NH:8][CH2:9][CH2:10]3)[C:15](=[O:25])[NH:16]2)=[CH:21][CH:20]=1. Procedure: 3-(1-Benzylpiperidin-4-yl)-7-fluoro-3,4-dihydroquinazolin-2(1H)-one (1.32 g, 3.89 mmol) was dissolved in ethanol (100 mL) at room temperature. To this was added palladium (10% on charcoal, 130 mg). The resulting mixture was stirred under a hydrogen balloon for 4 d. The reaction was filtered through a pad of celite, eluting with ethanol (50 mL), and concentrated in vacuo to afford a yellow residue. Upon addition of diethyl ether (20 mL), a solid precipitated from solution. Trituration and filtrat... The reactants are N#CN (cyanamide), N(=C=S)C1=CC=C(C=C1)N1CCN(CC1)C (1-(4-isothiocyanatophenyl)-4-methylpiperazine), C(#N)C=1C=C(C(CBr)=O)C=CC1 (3-cyanophenacyl bromide). Product: NC=1N=C(SC1C(=O)C=1C=C(C#N)C=CC1)NC1=CC=C(C=C1)N1CCN(CC1)C (3-{4-Amino-2-[4-(4-methyl-piperazin-1-yl)-phenylamino]-thiazole-5-carbonyl}-benzonitrile). RXN SMILES: [N:1]#[C:2][NH2:3].[N:4]([C:7]1[CH:12]=[CH:11][C:10]([N:13]2[CH2:18][CH2:17][N:16]([CH3:19])[CH2:15][CH2:14]2)=[CH:9][CH:8]=1)=[C:5]=[S:6].[C:20]([C:22]1[CH:23]=[C:24]([CH:29]=[CH:30][CH:31]=1)[C:25](=[O:28])[CH2:26]Br)#[N:21]>>[NH2:1][C:2]1[N:3]=[C:5]([NH:4][C:7]2[CH:8]=[CH:9][C:10]([N:13]3[CH2:14][CH2:15][N:16]([CH3:19])[CH2:17][CH2:18]3)=[CH:11][CH:12]=2)[S:6][C:26]=1[C:25]([C:24]1[CH:23]=[C:22]([CH:31]=[CH:30][CH:29]=1)[C:20]#[N:21])=[O:28]. Reported procedure: This compound was prepared from cyanamide, 1-(4-isothiocyanatophenyl)-4-methylpiperazine (of Example 1) and 3-cyanophenacyl bromide (Maybridge Chemical Co. Ltd.) following the procedure used in Example 24. Mass spectrum (ES) MH+=419. Starting materials: ClC(COC(=O)NC1=CC(=NN1C1=CC=C(C=C1)C)C(C)(C)C)(Cl)Cl (5-(2,2,2-trichloroethoxycarbonyl)amino-3-t-butyl-1-p-tolylpyrazole), NC1=CC=C(C2=CC=CC=C12)C=1OC(=CC1)CN1CCOCC1 (1-amino-4-[5-(morpholin-4-ylmethyl)fur-2-yl]naphthalene), C(C)(C)N(CC)C(C)C (diisopropylethylamine), CS(=O)C (DMSO). Solvent: C(C)(=O)OCC (ethyl acetate). Run at time 5 hour. The product is C(C)(C)(C)C1=NN(C(=C1)NC(=O)NC1=CC=C(C2=CC=CC=C12)C=1OC(=CC1)CN1CCOCC1)C1=CC=C(C=C1)C (1-[3-tert-butyl-1-p-tolyl-1H-pyrazol-5-yl]-3-{4-[5-(morpholin-4-ylmethyl)fur-2-yl]naphthalen-1-yl} urea). RXN SMILES: ClC(Cl)(Cl)CO[C:5]([NH:7][C:8]1[N:12]([C:13]2[CH:18]=[CH:17][C:16]([CH3:19])=[CH:15][CH:14]=2)[N:11]=[C:10]([C:20]([CH3:23])([CH3:22])[CH3:21])[CH:9]=1)=[O:6].[NH2:26][C:27]1[C:36]2[C:31](=[CH:32][CH:33]=[CH:34][CH:35]=2)[C:30]([C:37]2[O:38][C:39]([CH2:42][N:43]3[CH2:48][CH2:47][O:46][CH2:45][CH2:44]3)=[CH:40][CH:41]=2)=[CH:29][CH:28]=1.C(N(C(C)C)CC)(C)C.CS(C)=O>C(OCC)(=O)C>[C:20]([C:10]1[CH:9]=[C:8]([NH:7][C:5]([NH:26][C:27]2[C:36]3[C:31](=[CH:32][CH:33]=[CH:34][CH:35]=3)[C:30]([C:37]3[O:38][C:39]([CH2:42][N:43]4[CH2:44][CH2:45][O:46][CH2:47][CH2:48]4)=[CH:40][CH:41]=3)=[CH:29][CH:28]=2)=[O:6])[N:12]([C:13]2[CH:18]=[CH:17][C:16]([CH3:19])=[CH:15][CH:14]=2)[N:11]=1)([CH3:21])([CH3:23])[CH3:22]. Reported procedure: A solution of 5-(2,2,2-trichloroethoxycarbonyl)amino-3-t-butyl-1-p-tolylpyrazole (26 mmol), 1-amino-4-[5-(morpholin-4-ylmethyl)fur-2-yl]naphthalene (26 mmol), diisopropylethylamine (25 mmol) and DMSO (75 mL) is heated to 55-90° C. and held for 2-8 h. To this solution, ethyl acetate (100 mL) is added. The organic layer is washed with brine (4×50 mL), and dried over MgSO4. The solvent is removed under reduced pressure, and residue is crystallized from a suitable solvent such as acetonitrile (50 mL... Product: C[Si](C)(C)C#CC(O)C1=CC=CC=C1 (α-[(Trimethylsilyl)ethynyl]-benzenemethanol). Reaction conditions: temperature 0 celsius, time 1 hour. Procedure details: Place lithium hexamethyldisilazane (20 mL of a 1 M solution in tetrahydrofuran, 20 mmol) under an argon atmosphere and cool to 0° C. Add, by dropwise addition, trimethylsilylacetylene (2.83 mL, 20 mmol) and stir for 1 hour at 0° C. Add benzaldehyde (2.03 mL, 20 mmol) in tetrahydrofuran (10 mL). Allow to warm to room temperature and stir for 1 hour. Pour the mixture into ethyl ether and water, separate the organic phase and evaporate the solvent in vacuo. Filter the oil through silica gel (20% et... The yield is 100.1%. Reactants: C(C1=CC=CC=C1)=O (benzaldehyde), C[Si](N[Si](C)(C)C)(C)C.[Li] (lithium hexamethyldisilazane), solution, C[Si](C)(C)C#C (trimethylsilylacetylene), C(C)OCC (ethyl ether). The solvent is O1CCCC1 (tetrahydrofuran), O1CCCC1 (tetrahydrofuran), O (water). As a reaction SMILES: C[Si](C)(C)N[Si](C)(C)C.[Li].[CH3:11][Si:12]([C:15]#[CH:16])([CH3:14])[CH3:13].[CH:17](=[O:24])[C:18]1[CH:23]=[CH:22][CH:21]=[CH:20][CH:19]=1.C(OCC)C>O1CCCC1.O>[CH3:11][Si:12]([C:15]#[C:16][CH:17]([C:18]1[CH:23]=[CH:22][CH:21]=[CH:20][CH:19]=1)[OH:24])([CH3:14])[CH3:13] |f:0.1,^1:9|.